Dataset: the Open Reaction Database (ORD), a public repository of structured organic reaction records. Task: describe an organic reaction: reactants, conditions, products, and yield Reactants: BrCCc1ccc2ccccc2c1, O=C(OC1CN2CCC1CC2)C1(c2ccccc2)CCCCCC1. RXN SMILES: [Br:25][CH2:26][CH2:27][c:28]1[cH:29][c:30]2[cH:31][cH:32][cH:33][cH:34][c:35]2[cH:36][cH:37]1.[c:1]1([C:7]2([C:14](=[O:15])[O:16][CH:17]3[CH2:18][N:19]4[CH2:20][CH2:21][CH:22]3[CH2:23][CH2:24]4)[CH2:8][CH2:9][CH2:10][CH2:11][CH2:12][CH2:13]2)[cH:2][cH:3][cH:4][cH:5][cH:6]1>>[Br-:25].[c:1]1([C:7]2([C:14](=[O:15])[O:16][CH:17]3[CH2:18][N+:19]4([CH2:26][CH2:27][c:28]5[cH:29][c:30]6[cH:31][cH:32][cH:33][cH:34][c:35]6[cH:36][cH:37]5)[CH2:20][CH2:21][CH:22]3[CH2:23][CH2:24]4)[CH2:8][CH2:9][CH2:10][CH2:11][CH2:12][CH2:13]2)[cH:2][cH:3][cH:4][cH:5][cH:6]1. The product is [Br-], O=C(OC1C[N+]2(CCc3ccc4ccccc4c3)CCC1CC2)C1(c2ccccc2)CCCCCC1.